From a dataset of the Open Reaction Database (ORD), a public repository of structured organic reaction records. describe an organic reaction: reactants, conditions, products, and yield The reactants are CCOC(C)=O, CCN(C(C)C)C(C)C, COc1ccc(-c2c(-c3ccccc3)oc3ncnc(Cl)c23)cc1, NCCCCCCO, CN(C)C=O. Product: COc1ccc(-c2c(-c3ccccc3)oc3ncnc(NCCCCCCO)c23)cc1. RXN SMILES: [CH3:47][CH2:48][O:49][C:50](=[O:51])[CH3:52].[CH:1]([N:2]([CH2:3][CH3:4])[CH:5]([CH3:6])[CH3:7])([CH3:8])[CH3:9].[Cl:10][c:11]1[c:12]2[c:13]([n:14][cH:15][n:16]1)[o:17][c:18](-[c:28]1[cH:29][cH:30][cH:31][cH:32][cH:33]1)[c:19]2-[c:20]1[cH:21][cH:22][c:23]([O:26][CH3:27])[cH:24][cH:25]1.[NH2:34][CH2:35][CH2:36][CH2:37][CH2:38][CH2:39][CH2:40][OH:41].[O:42]=[CH:43][N:44]([CH3:45])[CH3:46]>>[c:11]1([NH:34][CH2:35][CH2:36][CH2:37][CH2:38][CH2:39][CH2:40][OH:41])[c:12]2[c:13]([n:14][cH:15][n:16]1)[o:17][c:18](-[c:28]1[cH:29][cH:30][cH:31][cH:32][cH:33]1)[c:19]2-[c:20]1[cH:21][cH:22][c:23]([O:26][CH3:27])[cH:24][cH:25]1. Product: Cn1c(=O)cc(Cl)c2cnn(-c3cccc(F)c3)c21. As a reaction SMILES: [F:1][c:2]1[cH:3][c:4](-[n:8]2[n:9][cH:10][c:11]3[c:12]2[n:13]([CH3:19])[c:14](=[O:18])[cH:15][c:16]3[OH:17])[cH:5][cH:6][cH:7]1.[P:20]([Cl:21])([Cl:22])([Cl:23])=[O:24]>>[F:1][c:2]1[cH:3][c:4](-[n:8]2[n:9][cH:10][c:11]3[c:12]2[n:13]([CH3:19])[c:14](=[O:18])[cH:15][c:16]3[Cl:22])[cH:5][cH:6][cH:7]1. Starting materials: Cn1c(=O)cc(O)c2cnn(-c3cccc(F)c3)c21, O=P(Cl)(Cl)Cl. Reactants: CCN(CC)S(F)(F)F, ClCCl, CC(C)S(=O)(=O)NC1Cc2ccc(Cn3cc(CO)c(C(F)(F)F)n3)cc2C1. The product is CC(C)S(=O)(=O)NC1Cc2ccc(Cn3cc(CF)c(C(F)(F)F)n3)cc2C1. RXN SMILES: [CH2:29]([N:30]([S:31]([F:32])([F:33])[F:35])[CH2:34][CH3:36])[CH3:37].[Cl:38][CH2:39][Cl:40].[OH:1][CH2:2][c:3]1[c:4]([C:25]([F:26])([F:27])[F:28])[n:5][n:6]([CH2:8][c:9]2[cH:10][c:11]3[c:15]([cH:16][cH:17]2)[CH2:14][CH:13]([NH:18][S:19](=[O:20])(=[O:21])[CH:22]([CH3:23])[CH3:24])[CH2:12]3)[cH:7]1>>[CH2:2]([c:3]1[c:4]([C:25]([F:26])([F:27])[F:28])[n:5][n:6]([CH2:8][c:9]2[cH:10][c:11]3[c:15]([cH:16][cH:17]2)[CH2:14][CH:13]([NH:18][S:19](=[O:20])(=[O:21])[CH:22]([CH3:23])[CH3:24])[CH2:12]3)[cH:7]1)[F:35]. Procedure details: To a cold (−78° C.) solution of thiazole (0.382 mL, 5.41 mmol) in tetrahydrofuran (30 mL) was added n-butyllithium (3.38 mL, 5.41 mmol, 1.6 M in hexane) dropwise. After 15 minutes, dihydro-2H-pyran-4(3H)-one (0.49 mL, 5.41 mmol) was added in a single portion. After 30 minutes, n-butyllithium (3.38 mL, 5.41 mmol, 1.6 M in hexane) was added dropwise. The reaction was allowed to stir for an additional 20 minutes, after which ZnCl2 (10.8 mL, 10.8 mmol, 1 M in diethyl ether) was added. The cooling ba... RXN SMILES: [S:1]1[CH:5]=[CH:4][N:3]=[CH:2]1.C([Li])CCC.[O:11]1[CH2:16][CH2:15][C:14](=[O:17])[CH2:13][CH2:12]1.Br[C:19]1[CH:24]=[CH:23][C:22]([N+:25]([O-:27])=[O:26])=[CH:21][N:20]=1>O1CCCC1.[Cl-].[Cl-].[Zn+2].C1C=CC([P]([Pd]([P](C2C=CC=CC=2)(C2C=CC=CC=2)C2C=CC=CC=2)([P](C2C=CC=CC=2)(C2C=CC=CC=2)C2C=CC=CC=2)[P](C2C=CC=CC=2)(C2C=CC=CC=2)C2C=CC=CC=2)(C2C=CC=CC=2)C2C=CC=CC=2)=CC=1>[N+:25]([C:22]1[CH:23]=[CH:24][C:19]([C:5]2[S:1][C:2]([C:14]3([OH:17])[CH2:15][CH2:16][O:11][CH2:12][CH2:13]3)=[N:3][CH:4]=2)=[N:20][CH:21]=1)([O-:27])=[O:26] |f:5.6.7,^1:39,41,60,79|. The product is [N+](=O)([O-])C=1C=CC(=NC1)C1=CN=C(S1)C1(CCOCC1)O (4-(5-(5-nitropyridin-2-yl)thiazol-2-yl)tetrahydro-2H-pyran-4-ol). Reactants: C(CCC)[Li] (n-butyllithium), BrC1=NC=C(C=C1)[N+](=O)[O-] (2-Bromo-5-nitropyridine), S1C=NC=C1 (thiazole), C(CCC)[Li] (n-butyllithium), O1CCC(CC1)=O (dihydro-2H-pyran-4(3H)-one). The solvent is O1CCCC1 (tetrahydrofuran). Reaction conditions: time 15 minute. The reagents and catalysts are [Cl-].[Cl-].[Zn+2] (ZnCl2), C=1C=CC(=CC1)[P](C=2C=CC=CC2)(C=3C=CC=CC3)[Pd]([P](C=4C=CC=CC4)(C=5C=CC=CC5)C=6C=CC=CC6)([P](C=7C=CC=CC7)(C=8C=CC=CC8)C=9C=CC=CC9)[P](C=1C=CC=CC1)(C=1C=CC=CC1)C=1C=CC=CC1 (tetrakis(triphenylphosphine)palladium(0)). Starting materials: CC(C)CC(CC(=O)O)C(=O)OCc1ccccc1, ClCCl, C1CCCNCC1. Product: CC(C)CC(CC(=O)N1CCCCCC1)C(=O)OCc1ccccc1. RXN SMILES: [C:1](=[O:2])([OH:3])[CH2:4][CH:5]([C:6](=[O:7])[O:8][CH2:9][c:10]1[cH:11][cH:12][cH:13][cH:14][cH:15]1)[CH2:16][CH:17]([CH3:18])[CH3:19].[CH2:27]([Cl:28])[Cl:29].[NH:20]1[CH2:21][CH2:22][CH2:23][CH2:24][CH2:25][CH2:26]1>>[C:1](=[O:3])([CH2:4][CH:5]([C:6](=[O:7])[O:8][CH2:9][c:10]1[cH:11][cH:12][cH:13][cH:14][cH:15]1)[CH2:16][CH:17]([CH3:18])[CH3:19])[N:20]1[CH2:21][CH2:22][CH2:23][CH2:24][CH2:25][CH2:26]1.